This data is from the Open Reaction Database (ORD), a public repository of structured organic reaction records. The task is: describe an organic reaction: reactants, conditions, products, and yield Reactants: BrBr (bromine), S(=S)(=O)([O-])[O-].[Na+].[Na+] (sodium thiosulfate), BrBr (Bromine), C(C1=CC=CC=C1)(=O)C=1C(N(C(N(C1C)C)=O)C)=O (5-Benzoyl-1,3,6-trimethylpyrimidine-2,4(1H,3H)-dione). Run in CCOC(=O)C (EtOAc), C(Cl)(Cl)Cl (chloroform), C(Cl)(Cl)Cl (CHCl3). Run at temperature 55 celsius, time 30 minute. Yields the product C(C1=CC=CC=C1)(=O)C=1C(N(C(N(C1CBr)C)=O)C)=O (5-Benzoyl-6-(bromomethyl)-1,3-dimethylpyrimidine-2,4(1H,3H)-dione). Reaction SMILES: [Br:1]Br.[C:3]([C:11]1[C:12](=[O:21])[N:13]([CH3:20])[C:14](=[O:19])[N:15]([CH3:18])[C:16]=1[CH3:17])(=[O:10])[C:4]1[CH:9]=[CH:8][CH:7]=[CH:6][CH:5]=1.S([O-])([O-])(=O)=S.[Na+].[Na+]>C(Cl)(Cl)Cl.CCOC(C)=O>[C:3]([C:11]1[C:12](=[O:21])[N:13]([CH3:20])[C:14](=[O:19])[N:15]([CH3:18])[C:16]=1[CH2:17][Br:1])(=[O:10])[C:4]1[CH:9]=[CH:8][CH:7]=[CH:6][CH:5]=1 |f:2.3.4|. Procedure details: Bromine (0.497 mL, 9.68 mmol) was added to a solution of 5-benzoyl-1,3,6-trimethyl pyrimidine-2,4(1H,3H)-dione (step 2) (2.5 g, 9.68 mmol) in chloroform (50 mL) with stirring under nitrogen. The mixture was heated to 55° C. for 2 h. A further portion of bromine (0.25 mL, 0.5 equiv) was added and heating continued at 55° C. for a further 30 min. The mixture was cooled to RT, diluted with CHCl3 (50 mL) and poured into saturated sodium thiosulfate solution (150 mL). The layers were separated and th... The reactants are CCN=C=NCCCN(C)C, CC#N, Cl, O=C(O)c1ccc(F)c2ccccc12, NC(Cc1cccc(OCC(F)(F)F)c1)C(O)c1ccc(F)cc1, O, On1nnc2ccccc21. Yields the product O=C(NC(Cc1cccc(OCC(F)(F)F)c1)C(O)c1ccc(F)cc1)c1ccc(F)c2ccccc12. Reaction SMILES: [CH2:40]([N:41]=[C:42]=[N:43][CH2:44][CH2:45][CH2:46][N:47]([CH3:48])[CH3:49])[CH3:50].[CH3:61][C:62]#[N:63].[ClH:39].[F:25][c:26]1[cH:27][cH:28][c:29]([C:36](=[O:37])[OH:38])[c:30]2[cH:31][cH:32][cH:33][cH:34][c:35]12.[NH2:1][CH:2]([CH:3]([OH:4])[c:5]1[cH:6][cH:7][c:8]([F:11])[cH:9][cH:10]1)[CH2:12][c:13]1[cH:14][c:15]([O:19][CH2:20][C:21]([F:22])([F:23])[F:24])[cH:16][cH:17][cH:18]1.[OH2:64].[OH:51][n:52]1[c:53]2[cH:54][cH:55][cH:56][cH:57][c:58]2[n:59][n:60]1>>[NH:1]([CH:2]([CH:3]([OH:4])[c:5]1[cH:6][cH:7][c:8]([F:11])[cH:9][cH:10]1)[CH2:12][c:13]1[cH:14][c:15]([O:19][CH2:20][C:21]([F:22])([F:23])[F:24])[cH:16][cH:17][cH:18]1)[C:36]([c:29]1[cH:28][cH:27][c:26]([F:25])[c:35]2[c:30]1[cH:31][cH:32][cH:33][cH:34]2)=[O:37]. Reactants: FC(C1=CC=C(C=C1)C=1C=C(CO)C=CC1)(F)F (3-(4-Trifluoromethylphenyl)-benzyl alcohol), S(=O)(Cl)Cl (Thionyl chloride). Run in ClCCl (dichloromethane). Reaction conditions: time 24 hour. The product is FC(C1=CC=C(C=C1)C=1C=C(CCl)C=CC1)(F)F (3-(4-Trifluoromethylphenyl)-benzyl chloride). RXN SMILES: [F:1][C:2]([F:18])([F:17])[C:3]1[CH:8]=[CH:7][C:6]([C:9]2[CH:10]=[C:11]([CH:14]=[CH:15][CH:16]=2)[CH2:12]O)=[CH:5][CH:4]=1.S(Cl)([Cl:21])=O>ClCCl>[F:1][C:2]([F:18])([F:17])[C:3]1[CH:8]=[CH:7][C:6]([C:9]2[CH:10]=[C:11]([CH:14]=[CH:15][CH:16]=2)[CH2:12][Cl:21])=[CH:5][CH:4]=1. Reported procedure: The alcohol 2.2 (15 g, 59.5 mmol) was dissolved in anhydrous dichloromethane (100 mL). Thionyl chloride (10 mL) was slowly added dropwise to the above solution. The resulting mixture was stirred at room temperature for 24 hours. The organic solvent was removed under vacuo. The residue was then purified by flash chromatography (SiO2 gel 60, eluted with 20% DCM in hexanes). Fractions containing the desired product 2.3 were combined and concentrated to a white solid (14.0 g). 1H NMR (400 MHz) (CDCl... The reactants are NC1=NOC(=C1)CCCCCCCCCCCC (3-amino-5-dodecylisoxazole), C(C)(C)C1=C(C(=CC=C1)C(C)C)N=C=O (2,6-Diisopropylphenyl-isocyanate). Run in C(C)#N (acetonitrile). Reaction conditions: temperature 25 celsius. Yields the product CC(C)C1=C(C(=CC=C1)C(C)C)NC(=O)NC1=NOC(=C1)CCCCCCCCCCCC (N-[2,6-bis(1-methylethyl)phenyl]-N'-(5-dodecyl-3-isoxazolyl)urea). Isolated yield 23.9%. Reaction SMILES: [NH2:1][C:2]1[CH:6]=[C:5]([CH2:7][CH2:8][CH2:9][CH2:10][CH2:11][CH2:12][CH2:13][CH2:14][CH2:15][CH2:16][CH2:17][CH3:18])[O:4][N:3]=1.[CH:19]([C:22]1[CH:27]=[CH:26][CH:25]=[C:24]([CH:28]([CH3:30])[CH3:29])[C:23]=1[N:31]=[C:32]=[O:33])([CH3:21])[CH3:20]>C(#N)C>[CH3:21][CH:19]([C:22]1[CH:27]=[CH:26][CH:25]=[C:24]([CH:28]([CH3:29])[CH3:30])[C:23]=1[NH:31][C:32]([NH:1][C:2]1[CH:6]=[C:5]([CH2:7][CH2:8][CH2:9][CH2:10][CH2:11][CH2:12][CH2:13][CH2:14][CH2:15][CH2:16][CH2:17][CH3:18])[O:4][N:3]=1)=[O:33])[CH3:20]. Reported procedure: A slurry of 3-amino-5-dodecylisoxazole (2.20 g, 8.72 mmol) in acetonitrile (50 mL) was warmed until homogeneous. 2,6-Diisopropylphenyl-isocyanate (1.86 mL, 8.72 mmol) was then added in one portion and the resulting solution was heated under reflux for 6 hours. The resulting solution was cooled (25° C.), concentrated in vacuo, and chromatographed on silica (90:10 to 70;30 hexane:ethyl acetate). The product containing fractions were combined and concentrated to a solid which was washed with cold a... The reactants are 3,4-dlihydro-2H-benzo[b]oxepin-5-one, Cl.CNCCC1=CC=CC=C1 (N-methyl-2-phenylethylamine hydrochloride), C=O (paraformaldehyde), C(C)(=O)O (acetic acid). Conditions: temperature 100 celsius. Product: CN(CCC1=CC=CC=C1)CC1C(C2=C(OCC1)C=CC=C2)=O ((RS)-4-[(methyl-phenethyl-amino)-methyl]-3,4-dihydro-2H-benzo[b]oxepin-5-one). Reaction SMILES: Cl.[CH3:2][NH:3][CH2:4][CH2:5][C:6]1[CH:11]=[CH:10][CH:9]=[CH:8][CH:7]=1.[CH2:12]=[O:13].[C:14]([OH:17])(=O)[CH3:15]>>[CH3:2][N:3]([CH2:8][CH:9]1[CH2:10][CH2:11][O:17][C:14]2[CH:15]=[CH:4][CH:5]=[CH:6][C:7]=2[C:12]1=[O:13])[CH2:4][CH2:5][C:6]1[CH:11]=[CH:10][CH:9]=[CH:8][CH:7]=1 |f:0.1|. Procedure: A mixture of 24.4 g 3,4-dlihydro-2H-benzo[b]oxepin-5-one, 17.2 g N-methyl-2-phenylethylamine hydrochloride and 3.0 g paraformaldehyde in 200 ml glacial acetic acid was heated at 100° C. for 3 hours. Thereafter, the solvent was evaporated under vacuum and the residue was taken up in 200 ml water. The product was extracted three times with 100 ml diethyl ether each time. The aqueous phase was made alkaline with potassium carbonate and was extracted three times with 100 ml dichloromethane each time... Reactants: C[C@@H]1OC(C2=C(C1)C=C1C(=C2)OCO1)(O)C1=CC=C(C=C1)[N+](=O)[O-] ((5RS,7S)-7,8-dihydro-7-methyl-5-(4-nitrophenyl)-5H-1,3-dioxolo[4,5-G][2] benzopyran-5-o1), C(C)O (ethanol), CNNC(=O)N (methyl semicarbazide). The reagents and catalysts are Cl (HCl). Conditions: time 1 hour. Product: O[C@H](CC=1C(=CC2=C(OCO2)C1)C(=NNC(=O)NC)C1=CC=C(C=C1)[N+](=O)[O-])C ((S)-2-[[6-(2-hydroxypropyl)-1,3-benzodioxol-5-yl](4-nitrophenyl)methylene]-N-methylhydrazine carboxamide). Yield: 81.2%. Reaction SMILES: [CH3:1][C@H:2]1[CH2:7][C:6]2[CH:8]=[C:9]3[O:14][CH2:13][O:12][C:10]3=[CH:11][C:5]=2[C:4]([C:16]2[CH:21]=[CH:20][C:19]([N+:22]([O-:24])=[O:23])=[CH:18][CH:17]=2)(O)[O:3]1.C[NH:26][NH:27][C:28]([NH2:30])=[O:29].[CH2:31](O)C>Cl>[OH:3][C@@H:2]([CH3:1])[CH2:7][C:6]1[C:5]([C:4]([C:16]2[CH:21]=[CH:20][C:19]([N+:22]([O-:24])=[O:23])=[CH:18][CH:17]=2)=[N:26][NH:27][C:28]([NH:30][CH3:31])=[O:29])=[CH:11][C:10]2[O:12][CH2:13][O:14][C:9]=2[CH:8]=1. Procedure: In a nitrogen blanketed flask was dissolved 5.17 g (15.70 mmol) of the intermediate of Example 5 in 30 mL of ethanol. To this stirring solution was added 1.75 g (19.7 mmol) of methyl semicarbazide. The mixture was heated to reflux to dissolve the solids and then 5 drops of conc. HCl was added. Over 1 h at reflux, yellow solids precipitated out of solution. After 1 h, HPLC analysis indicated complete reaction, 38.2% and 55.4% of 2 product isomers and no remaining starting material. The yellow slu... The reactants are C1(C=2C(C(N1)=O)=CC=CC2)=O.[K] (potassium phthalimide), BrC1=C(CBr)C=CC=C1 (2-Bromobenzyl bromide), ice water. Solvent: CN(C)C=O (DMF). Run at temperature 70 celsius, time 5 hour. Product: BrC1=C(CN2C(C3=CC=CC=C3C2=O)=O)C=CC=C1 (2-(2-Bromobenzyl)-1H-isoindole-1,3(2H)-dione). Reaction SMILES: [Br:1][C:2]1[CH:9]=[CH:8][CH:7]=[CH:6][C:3]=1[CH2:4]Br.[C:10]1(=[O:20])[NH:14][C:13](=[O:15])[C:12]2=[CH:16][CH:17]=[CH:18][CH:19]=[C:11]12.[K]>CN(C=O)C>[Br:1][C:2]1[CH:9]=[CH:8][CH:7]=[CH:6][C:3]=1[CH2:4][N:14]1[C:10](=[O:20])[C:11]2[C:12](=[CH:16][CH:17]=[CH:18][CH:19]=2)[C:13]1=[O:15] |f:1.2,^1:20|. Reported procedure: 2-Bromobenzyl bromide (5.25 g, 21.0 mmol) was dissolved in dry DMF (200 mL) and potassium phthalimide (3.89 g, 21.0 mmol) was added. The suspension was stirred at 70° C. for 5 h. The mixture was cooled to room temperature and poured into ice water (200 mL). After 30 min the mixture was filtered and the crystalline compound was dried overnight. Recrystallisation from DCM/petroleum ether afforded the title compound as colourless crystals. The reactants are CCCCOc1nc(N)c2nc(OC)n(CCCCCCl)c2n1, C1CNC1, CCN(C(C)C)C(C)C, CN(C)C=O. Product: CCCCOc1nc(N)c2nc(OC)n(CCCCCN3CCC3)c2n1. Reaction SMILES: [CH2:1]([CH2:2][CH2:3][CH3:4])[O:5][c:6]1[n:7][c:8]([NH2:23])[c:9]2[n:10][c:11]([O:21][CH3:22])[n:12]([CH2:15][CH2:16][CH2:17][CH2:18][CH2:19][Cl:20])[c:13]2[n:14]1.[CH2:24]1[CH2:25][NH:26][CH2:27]1.[CH:28]([N:29]([CH2:30][CH3:31])[CH:32]([CH3:33])[CH3:34])([CH3:35])[CH3:36].[O:37]=[CH:38][N:39]([CH3:40])[CH3:41]>>[CH2:1]([CH2:2][CH2:3][CH3:4])[O:5][c:6]1[n:7][c:8]([NH2:23])[c:9]2[n:10][c:11]([O:21][CH3:22])[n:12]([CH2:15][CH2:16][CH2:17][CH2:18][CH2:19][N:26]3[CH2:25][CH2:24][CH2:27]3)[c:13]2[n:14]1. The reactants are COC1=CC=C(C=O)C=C1 (p-methoxybenzaldehyde), OC1=CC=C(C=C1C)C=O (6-hydroxy-m-tolualdehyde), OC1=C(C=C(C=C1)C)C=O (4-hydroxy-m-tolualdehyde), OC1=C(C=CC(=C1)C=O)C (2-hydroxy-p-tolualdehyde), OC=1C=C(C(=CC1)C)C=O (4-hydroxy-o-tolualdehyde). The product is OC1=C(C=O)C=CC=C1 (o-hydroxybenzaldehyde). Reaction SMILES: COC1C=CC(C=O)=CC=1.OC1C=C(C=O)C=CC=1C.OC1C=C(C=O)C(C)=CC=1.OC1C(C)=CC(C=O)=CC=1.[OH:41][C:42]1[CH:47]=[CH:46][C:45](C)=[CH:44][C:43]=1[CH:49]=[O:50]>>[OH:41][C:42]1[CH:47]=[CH:46][CH:45]=[CH:44][C:43]=1[CH:49]=[O:50]. Reported procedure: p-methoxybenzaldehyde; 2-hydroxy-p-tolualdehyde; 4-hydroxy-o-tolualdehyde; 6-hydroxy-m-tolualdehyde; and 4-hydroxy-m-tolualdehyde. Starting materials: COC1=CC=C2C(CCSC2=C1)=O (7-methoxy-thiochroman-4-one), COC1=CC=C(C=C1)NN ((4-methoxy-phenyl)-hydrazine). Run in CCO (EtOH). The product is COC=1C=C2C=3CSC4=C(C3NC2=CC1)C=CC=C4 (8-methoxy-6,11-dihydro-5-thia-11-aza-benzo[a]fluorene). RXN SMILES: CO[C:3]1[CH:12]=[C:11]2[C:6]([C:7](=O)[CH2:8][CH2:9][S:10]2)=[CH:5][CH:4]=1.[CH3:14][O:15][C:16]1[CH:21]=[CH:20][C:19]([NH:22]N)=[CH:18][CH:17]=1>CCO>[CH3:14][O:15][C:16]1[CH:17]=[C:18]2[C:19](=[CH:20][CH:21]=1)[NH:22][C:7]1[C:6]3[CH:5]=[CH:4][CH:3]=[CH:12][C:11]=3[S:10][CH2:9][C:8]2=1. Reported procedure: 7-methoxy-thiochroman-4-one (700 mg, 4.27 mmol) was stirred with (4-methoxy-phenyl)-hydrazine (818 mg, 4.70 mmol, 1.1 eq.) in EtOH (40 mL, 0.1 M) and refluxed for 2 hours. EtOH was then removed from the mixture and EtOAc and saturated NaHCO3 aqueous solution were added. The organic layer was separated, dried over K2CO3 and concentrated. The residue was purified with flash column chromatography (4:1 Hexane:EtOAc) to yield the title product as a brown solid.